The task is: describe an organic reaction: reactants, conditions, products, and yield. This data is from the Open Reaction Database (ORD), a public repository of structured organic reaction records. Starting materials: [F-].[K+] (potassium fluoride), BrC1=C2CC(CC2=CC=C1)C(=O)OC (Methyl 4-bromo-2-indancarboxylate), C(CCC)[Sn](C1=CC=CC=C1)(CCCC)CCCC (tributylphenyltin), O1C(=CC=C1)P(C=1OC=CC1)C=1OC=CC1 (tri-2-furylphosphine). Solvent: CN1C(CCC1)=O (N-methylpyrrolidone). Run at temperature 70 celsius, time 3 hour. Yields the product C1(=CC=CC=C1)C1=C2CC(CC2=CC=C1)C(=O)OC (methyl 4-phenyl-2-indancarboxylate). Reaction SMILES: Br[C:2]1[CH:10]=[CH:9][CH:8]=[C:7]2[C:3]=1[CH2:4][CH:5]([C:11]([O:13][CH3:14])=[O:12])[CH2:6]2.C([Sn](CCCC)(CCCC)[C:20]1[CH:25]=[CH:24][CH:23]=[CH:22][CH:21]=1)CCC.O1C=CC=C1P(C1OC=CC=1)C1OC=CC=1.[F-].[K+]>CN1CCCC1=O>[C:20]1([C:2]2[CH:10]=[CH:9][CH:8]=[C:7]3[C:3]=2[CH2:4][CH:5]([C:11]([O:13][CH3:14])=[O:12])[CH2:6]3)[CH:25]=[CH:24][CH:23]=[CH:22][CH:21]=1 |f:3.4|. Reported procedure: Methyl 4-bromo-2-indancarboxylate (510 mg), tributylphenyltin (881 mg), a tris(dibenzylideneacetone)dipalladium chloroform complex (41 mg) and tri-2-furylphosphine (19 mg) were dissolved in N-methylpyrrolidone (10 ml), and the mixture was stirred at 70° C. for 3 hours and allowed to cool. To the reaction solution was added a saturated potassium fluoride solution and the solution was stirred at room temperature for 30 minutes followed by filtering through Celite. The filtrate was extracted with e... Reported procedure: Under argon atmosphere, to a solution of 5-iodo-1-phenyl-1H-pyrazol-3-ylamine (40 mg) prepared according to the same procedures as Preparation 2 in 1,2-dimethoxyethane (1.0 ml) were sequentially added 2-[3-chloro-5-(2,2,2-trifluoro-1,1-dimethylethoxymethyl)phenyl]-4,4,5,5-tetramethyl-[1,3,2]dioxaborolane (64 mg), palladium (II) acetate (3 mg), tricyclohexylphosphine (8 mg) and a 2M aqueous solution of sodium carbonate (0.5 ml) at room temperature, and the mixture was stirred at 100° C. for 13 ho... The yield is 107.8%. RXN SMILES: I[C:2]1[N:6]([C:7]2[CH:12]=[CH:11][CH:10]=[CH:9][CH:8]=2)[N:5]=[C:4]([NH2:13])[CH:3]=1.[Cl:14][C:15]1[CH:16]=[C:17](B2OC(C)(C)C(C)(C)O2)[CH:18]=[C:19]([CH2:21][O:22][C:23]([CH3:29])([CH3:28])[C:24]([F:27])([F:26])[F:25])[CH:20]=1.C1(P(C2CCCCC2)C2CCCCC2)CCCCC1.C(=O)([O-])[O-].[Na+].[Na+]>COCCOC.C([O-])(=O)C.[Pd+2].C([O-])(=O)C>[Cl:14][C:15]1[CH:16]=[C:17]([C:2]2[N:6]([C:7]3[CH:12]=[CH:11][CH:10]=[CH:9][CH:8]=3)[N:5]=[C:4]([NH2:13])[CH:3]=2)[CH:18]=[C:19]([CH2:21][O:22][C:23]([CH3:29])([CH3:28])[C:24]([F:25])([F:26])[F:27])[CH:20]=1 |f:3.4.5,7.8.9|. Reactants: aqueous solution, C([O-])([O-])=O.[Na+].[Na+] (sodium carbonate), IC1=CC(=NN1C1=CC=CC=C1)N (5-iodo-1-phenyl-1H-pyrazol-3-ylamine), ClC=1C=C(C=C(C1)COC(C(F)(F)F)(C)C)B1OC(C(O1)(C)C)(C)C (2-[3-chloro-5-(2,2,2-trifluoro-1,1-dimethylethoxymethyl)phenyl]-4,4,5,5-tetramethyl-[1,3,2]dioxaborolane), C1(CCCCC1)P(C1CCCCC1)C1CCCCC1 (tricyclohexylphosphine). Reagents/catalysts: C(C)(=O)[O-].[Pd+2].C(C)(=O)[O-] (palladium (II) acetate). Run in COCCOC (1,2-dimethoxyethane). Product: ClC=1C=C(C=C(C1)COC(C(F)(F)F)(C)C)C1=CC(=NN1C1=CC=CC=C1)N (5-[3-Chloro-5-(2,2,2-trifluoro-1,1-dimethylethoxymethyl)phenyl]-1-phenyl-1H-pyrazol-3-ylamine). Reactants: O=C([O-])[O-], CCCCOC(=O)Cl, ClCCl, [Na+], [Na+], O, CC(C)Cc1cc(-c2cccc(Cn3ccnc3-c3ccccc3)c2)c(S(=O)(=O)NC(C)(C)C)s1. Yields the product CCCCOC(=O)NS(=O)(=O)c1sc(CC(C)C)cc1-c1cccc(Cn2ccnc2-c2ccccc2)c1. RXN SMILES: [C:36](=[O:37])([O-:38])[O-:39].[Cl:43][C:44](=[O:45])[O:46][CH2:47][CH2:48][CH2:49][CH3:50].[Cl:51][CH2:52][Cl:53].[Na+:40].[Na+:41].[OH2:42].[c:1]1(-[c:7]2[n:8]([CH2:12][c:13]3[cH:14][c:15](-[c:19]4[c:20]([S:28](=[O:29])(=[O:30])[NH:31][C:32]([CH3:33])([CH3:34])[CH3:35])[s:21][c:22]([CH2:24][CH:25]([CH3:26])[CH3:27])[cH:23]4)[cH:16][cH:17][cH:18]3)[cH:9][cH:10][n:11]2)[cH:2][cH:3][cH:4][cH:5][cH:6]1>>[c:1]1(-[c:7]2[n:8]([CH2:12][c:13]3[cH:14][c:15](-[c:19]4[c:20]([S:28](=[O:29])(=[O:30])[NH:31][C:44](=[O:45])[O:46][CH2:47][CH2:48][CH2:49][CH3:50])[s:21][c:22]([CH2:24][CH:25]([CH3:26])[CH3:27])[cH:23]4)[cH:16][cH:17][cH:18]3)[cH:9][cH:10][n:11]2)[cH:2][cH:3][cH:4][cH:5][cH:6]1.